This data is from the Open Reaction Database (ORD), a public repository of structured organic reaction records. The task is: describe an organic reaction: reactants, conditions, products, and yield Starting materials: P(=O)(Cl)(Cl)Cl (phosphorus oxychloride), CN1C(N(CC1)C)=O (1,3-dimethyl-2-imidazolidinone), NC1=C(CN2CCOCC2)C=CC=C1 (4-(2-aminobenzyl)morpholine). Run in C1=CC=CC=C1 (benzene), C1=CC=CC=C1 (benzene). The product is CN1C(N(CC1)C)=NC1=C(CN2CCOCC2)C=CC=C1 (4-[2-(1,3-dimethyl-2-imidazolidinylideneamino)benzyl]morpholine). RXN SMILES: [CH3:1][N:2]1[CH2:6][CH2:5][N:4]([CH3:7])[C:3]1=O.[NH2:9][C:10]1[CH:22]=[CH:21][CH:20]=[CH:19][C:11]=1[CH2:12][N:13]1[CH2:18][CH2:17][O:16][CH2:15][CH2:14]1.P(Cl)(Cl)(Cl)=O>C1C=CC=CC=1>[CH3:1][N:2]1[CH2:6][CH2:5][N:4]([CH3:7])[C:3]1=[N:9][C:10]1[CH:22]=[CH:21][CH:20]=[CH:19][C:11]=1[CH2:12][N:13]1[CH2:14][CH2:15][O:16][CH2:17][CH2:18]1. Procedure details: A mixture of 1,3-dimethyl-2-imidazolidinone (4.6 g) in benzene (40 ml), 4-(2-aminobenzyl)morpholine (3.8 g) in benzene (20 ml) and phosphorus oxychloride (3.6 ml) was heated at 65°-70° C. for 20 hours to yield 4-[2-(1,3-dimethyl-2-imidazolidinylideneamino)benzyl]morpholine (m.p. 56°-58° C.) which was recrystallised from hexane. Starting materials: O=C1NC2=CC=C(C=C2C1)C#N (2-oxo-5-indolinecarbonitrile), ClC1=NC=CC2=CC(=CC=C12)OCCOCCOC (chloro-6-[2-(2-methoxyethoxy)ethoxy]isoquinoline), FC(C(=O)[O-])(F)F (trifluoroacetate), [H-].[Na+] (sodium hydride). Run in O1CCCC1.CN1C(CCC1)=O (tetrahydrofuran N-methylpyrrolidinone), O1CCCC1 (tetrahydrofuran), O1CCCC1 (tetrahydrofuran). Reaction conditions: time 25 minute. Product: FC(C(=O)O)(F)F.COCCOCCOC=1C=C2C=CN=C(C2=CC1)C1C(NC2=CC=C(C=C12)C#N)=O (3-{6-[2-(2-Methoxyethoxy)ethoxy]isoquinolin-1-yl}-2-oxo-2,3-dihydro-1H-indole-5-carbonitrile trifluoroacetate). The yield is 27.0%. As a reaction SMILES: [H-].[Na+].[O:3]=[C:4]1[CH2:12][C:11]2[C:6](=[CH:7][CH:8]=[C:9]([C:13]#[N:14])[CH:10]=2)[NH:5]1.Cl[C:16]1[C:25]2[C:20](=[CH:21][C:22]([O:26][CH2:27][CH2:28][O:29][CH2:30][CH2:31][O:32][CH3:33])=[CH:23][CH:24]=2)[CH:19]=[CH:18][N:17]=1.[F:34][C:35]([F:40])([F:39])[C:36]([O-:38])=[O:37]>O1CCCC1.O1CCCC1.CN1CCCC1=O>[F:34][C:35]([F:40])([F:39])[C:36]([OH:38])=[O:37].[CH3:33][O:32][CH2:31][CH2:30][O:29][CH2:28][CH2:27][O:26][C:22]1[CH:21]=[C:20]2[C:25](=[CH:24][CH:23]=1)[C:16]([CH:12]1[C:11]3[C:6](=[CH:7][CH:8]=[C:9]([C:13]#[N:14])[CH:10]=3)[NH:5][C:4]1=[O:3])=[N:17][CH:18]=[CH:19]2 |f:0.1,6.7,8.9|. Reported procedure: A suspension of sodium hydride (92 mg, 3.55 mmol, 95% powder) in tetrahydrofuran (10 mL) was slowly added via a cannula to a solution of 2-oxo-5-indolinecarbonitrile (292 mg, 1.85 mmol) in tetrahydrofuran/N-methylpyrrolidinone (15 mL, 2:1) under nitrogen atmosphere. The reaction mixture was stirred at room temperature for 25 min. A solution of chloro-6-[2-(2-methoxyethoxy)ethoxy]isoquinoline (400 mg, 1.42 mmol) in tetrahydrofuran (10 mL) was added and the reaction solution was stirred at room te... Reactants: CCCCCC(=O)Cl, O, Oc1ccccc1, c1ccncc1. Product: CCCCCC(=O)Oc1ccccc1. Reaction SMILES: [C:1]([CH2:2][CH2:3][CH2:4][CH2:5][CH3:6])(=[O:7])[Cl:8].[OH2:16].[OH:9][c:10]1[cH:11][cH:12][cH:13][cH:14][cH:15]1.[cH:17]1[cH:18][cH:19][n:20][cH:21][cH:22]1>>[C:1]([CH2:2][CH2:3][CH2:4][CH2:5][CH3:6])(=[O:7])[O:9][c:10]1[cH:11][cH:12][cH:13][cH:14][cH:15]1. The reactants are C1(=CC=CC=C1)N=C=S (phenyl isothiocyanate), NC1=CC=CC=C1 (aniline), C(=S)(Cl)Cl (thiophosgene), N1=C(N=CC=C1)CC#N (2-(pyrimidin-2-yl)acetonitrile), N1=C(N=CC=C1)CC(=O)N (2-(pyrimidin-2-yl)acetamide). The product is C1(=CC=CC=C1)NC(C(C#N)=C1NC=CC=N1)=S (3-(phenylamino)-2-(pyrimidin-2(1H)-ylidene)-3-thioxo-propionitrile), C1(=CC=CC=C1)NC(C(C(=O)N)C1=NC=CC=N1)=S (3-(phenylamino)-2-(pyrimidin-2-yl)-3-thioxopropanamide). As a reaction SMILES: [C:1]1([N:7]=[C:8]=[S:9])[CH:6]=[CH:5][CH:4]=[CH:3][CH:2]=1.NC1C=CC=CC=1.C(Cl)(Cl)=S.[N:21]1[CH:26]=[CH:25][CH:24]=[N:23][C:22]=1[CH2:27][C:28]#[N:29].[N:30]1[CH:35]=[CH:34][CH:33]=[N:32][C:31]=1[CH2:36][C:37]([NH2:39])=[O:38]>>[C:1]1([NH:7][C:8](=[S:9])[C:27](=[C:22]2[N:21]=[CH:26][CH:25]=[CH:24][NH:23]2)[C:28]#[N:29])[CH:6]=[CH:5][CH:4]=[CH:3][CH:2]=1.[C:1]1([NH:7][C:8](=[S:9])[CH:36]([C:31]2[N:32]=[CH:33][CH:34]=[CH:35][N:30]=2)[C:37]([NH2:39])=[O:38])[CH:6]=[CH:5][CH:4]=[CH:3][CH:2]=1. Procedure details: In the first step of the synthesis, the phenyl isothiocyanate 14 (which may be readily prepared by reaction of an aniline with thiophosgene) is coupled with a 2-(pyrimidin-2-yl)acetonitrile 11 or 2-(pyrimidin-2-yl)acetamide 12 in the presence of a base to give a 3-(phenylamino)-2-(pyrimidin-2(1H)-ylidene)-3-thioxo-propionitrile 15 or 3-(phenylamino)-2-(pyrimidin-2-yl)-3-thioxopropanamide 16. In the second step, ring closure of the compound of formula 15 or 16 is achieved by reaction with an agen...